Dataset: the Open Reaction Database (ORD), a public repository of structured organic reaction records. Task: describe an organic reaction: reactants, conditions, products, and yield Reactants: N1=NC(C=C1)=O (pyrazolone), [Br-].CC=1N([N+]2=C(OCCC2)C1)C1=CC=CC=C1 (2-methyl-1-phenyl-6,7-dihydro-1H,5H-pyrazolo[5,1-b][1,3]oxazin-8-ium bromide), CC1(OCCO1)CC(=O)OCC (ethyl 2-(2-methyl-1,3-dioxolan-2-yl)acetate), C1(=CC=CC=C1)NN (phenylhydrazine), C[O-].[Na+] (sodium methoxide), Cl (hydrochloric acid), CC1(OCCO1)CC(=O)NNC1=CC=CC=C1 (2-(2-methyl-1,3-dioxolan-2-yl)-N′-phenylacetohydrazide). Run in C1=CC=CC=C1 (benzene). Conditions: temperature 90 celsius. The product is OC1=NN(C(=C1)C)C1=CC=CC=C1 (3-hydroxy-5-methyl-1-phenylpyrazole). Reaction SMILES: N1C=CC(=O)N=1.[Br-].[CH3:8][C:9]1[N:10]([C:18]2[CH:23]=[CH:22][CH:21]=[CH:20][CH:19]=2)[N+:11]2CCC[O:13][C:12]=2[CH:17]=1.CC1(CC(OCC)=O)OCCO1.C1(NN)C=CC=CC=1.C[O-].[Na+].CC1(CC(NNC2C=CC=CC=2)=O)OCCO1.Cl>C1C=CC=CC=1>[OH:13][C:12]1[CH:17]=[C:9]([CH3:8])[N:10]([C:18]2[CH:19]=[CH:20][CH:21]=[CH:22][CH:23]=2)[N:11]=1 |f:1.2,5.6|. Reported procedure: Ueda et al. (Synthesis of pyrazolone derivatives. XLII. Synthesis and analgesic activity of 2-methyl-1-phenyl-6,7-dihydro-1H,5H-pyrazolo[5,1-b][1,3]oxazin-8-ium bromide. Yakugaku Zasshi (1982), 102(8), 743-7) proposes in Chart I of page 744 and in the last two paragraphs on page 745, the reaction of an ethyl 2-(2-methyl-1,3-dioxolan-2-yl)acetate with phenylhydrazine in the presence of sodium methoxide as a base and benzene as a solvent, thereby obtaining 2-(2-methyl-1,3-dioxolan-2-yl)-N′-phenyla... Starting materials: NC1=CN=C(C=C1C(=O)O)Cl (5-amino-2-chloroisonicotinic acid), CN (methylamine), N1(CCCCC1)CCCOC1=CC=C(C=O)C=C1 (4-(3-piperidin-1-ylpropoxy)benzaldehyde). Product: ClC1=CC2=C(N=C(N(C2=O)C)C2=CC=C(C=C2)OCCCN2CCCCC2)C=N1 (6-Chloro-3-methyl-2-[4-(3-piperidin-1-ylpropoxy)-phenyl]pyrido[3,4-d]-pyrimidin-4(3H)-one). Reaction SMILES: [NH2:1][C:2]1[C:7]([C:8]([OH:10])=O)=[CH:6][C:5]([Cl:11])=[N:4][CH:3]=1.[CH3:12][NH2:13].[N:14]1([CH2:20][CH2:21][CH2:22][O:23][C:24]2[CH:31]=[CH:30][C:27]([CH:28]=O)=[CH:26][CH:25]=2)[CH2:19][CH2:18][CH2:17][CH2:16][CH2:15]1>>[Cl:11][C:5]1[N:4]=[CH:3][C:2]2[N:1]=[C:28]([C:27]3[CH:30]=[CH:31][C:24]([O:23][CH2:22][CH2:21][CH2:20][N:14]4[CH2:19][CH2:18][CH2:17][CH2:16][CH2:15]4)=[CH:25][CH:26]=3)[N:13]([CH3:12])[C:8](=[O:10])[C:7]=2[CH:6]=1. Reported procedure: The entitled compound was obtained according to the method of Example 15 but starting from 5-amino-2-chloroisonicotinic acid, methylamine and 4-(3-piperidin-1-ylpropoxy)benzaldehyde. Reactants: CC(C)(C)OC(=O)N1CCOC(c2ccc(NC(=O)Nc3ccc(Cl)nc3)c(Br)c2)C1, CC#N, [Na+], [OH-], O, O=C(O)C(F)(F)F. Yields the product O=C(Nc1ccc(Cl)nc1)Nc1ccc(C2CNCCO2)cc1Br. RXN SMILES: [C:8]([O:9][C:10](=[O:11])[N:15]1[CH2:16][CH:17]([c:21]2[cH:22][c:23]([Br:38])[c:24]([NH:27][C:28](=[O:29])[NH:30][c:31]3[cH:32][n:33][c:34]([Cl:37])[cH:35][cH:36]3)[cH:25][cH:26]2)[O:18][CH2:19][CH2:20]1)([CH3:12])([CH3:13])[CH3:14].[CH3:42][C:43]#[N:44].[Na+:40].[OH-:39].[OH2:41].[OH:1][C:2]([C:3]([F:4])([F:5])[F:6])=[O:7]>>[NH:15]1[CH2:16][CH:17]([c:21]2[cH:22][c:23]([Br:38])[c:24]([NH:27][C:28](=[O:29])[NH:30][c:31]3[cH:32][n:33][c:34]([Cl:37])[cH:35][cH:36]3)[cH:25][cH:26]2)[O:18][CH2:19][CH2:20]1. Starting materials: CCOC(C)=O, CC(=O)O, O=[N+]([O-])c1cc(Cl)c(C(F)(F)F)cc1O, [Fe], O. Product: Nc1cc(Cl)c(C(F)(F)F)cc1O. Reaction SMILES: [CH3:16][CH2:17][O:18][C:19](=[O:20])[CH3:21].[CH3:22][C:23](=[O:24])[OH:25].[Cl:1][c:2]1[cH:3][c:4]([N+:13]([O-:14])=[O:15])[c:5]([OH:12])[cH:6][c:7]1[C:8]([F:9])([F:10])[F:11].[Fe:26].[OH2:27]>>[Cl:1][c:2]1[cH:3][c:4]([NH2:13])[c:5]([OH:12])[cH:6][c:7]1[C:8]([F:9])([F:10])[F:11].